Dataset: the Open Reaction Database (ORD), a public repository of structured organic reaction records. Task: describe an organic reaction: reactants, conditions, products, and yield Reactants: Cl.N1C[C@@H](CC1)O ((R)-pyrrolidin-3-ol hydrochloride), BrC=1C(=NC(=NC1)Cl)C (5-bromo-2-chloro-4-methylpyrimidine), CCN(C(C)C)C(C)C (DIPEA). Run in CCO (EtOH). Run at temperature 70 celsius. The product is BrC=1C(=NC(=NC1)N1C[C@@H](CC1)O)C ((R)-1-(5-bromo-4-methylpyrimidin-2-yl)pyrrolidin-3-ol). The yield is 89.5%. RXN SMILES: Cl.[NH:2]1[CH2:6][CH2:5][C@@H:4]([OH:7])[CH2:3]1.[Br:8][C:9]1[C:10]([CH3:16])=[N:11][C:12](Cl)=[N:13][CH:14]=1.CCN(C(C)C)C(C)C>CCO>[Br:8][C:9]1[C:10]([CH3:16])=[N:11][C:12]([N:2]2[CH2:6][CH2:5][C@@H:4]([OH:7])[CH2:3]2)=[N:13][CH:14]=1 |f:0.1|. Procedure: In a 500 mL pear flask equipped with a magnetic stir bar were mixed (R)-pyrrolidin-3-ol hydrochloride (8.94 g, 72.3 mmol), 5-bromo-2-chloro-4-methylpyrimidine (15 g, 72.3 mmol), DIPEA (31.6 mL, 181 mmol), and EtOH (150 mL). The resulting yellow suspension was heated in a sand bath to 70° C. for 18 hours. At this time about half of the solvent was evaporated. Water (250 mL) was added to the flask while rapidly stirring the solution. An off-white precipitate formed and was filtered off, washed wit... Reactants: NC1=C2C=CN(C2=CC=C1)C (4-Amino-1-methyl-1H-indole), N1=CC(=CC=C1)N=C=O (3-Pyridyl isocyanate), Cl (hydrogen chloride). The solvent is ClCCl (dichloromethane), C(C)O (ethanol). Conditions: time 17 hour. Product: Cl.CN1C=CC2=C(C=CC=C12)NC(=O)NC=1C=NC=CC1 (N-(1-Methyl-1H-indol-4-yl)-N'-(3-pyridyl)urea hydrochloride), hydrochloride salt. Isolated yield 81.0%. Reaction SMILES: [NH2:1][C:2]1[CH:10]=[CH:9][CH:8]=[C:7]2[C:3]=1[CH:4]=[CH:5][N:6]2[CH3:11].[N:12]1[CH:17]=[CH:16][CH:15]=[C:14]([N:18]=[C:19]=[O:20])[CH:13]=1.[ClH:21]>ClCCl.C(O)C>[ClH:21].[CH3:11][N:6]1[C:7]2[C:3](=[C:2]([NH:1][C:19]([NH:18][C:14]3[CH:13]=[N:12][CH:17]=[CH:16][CH:15]=3)=[O:20])[CH:10]=[CH:9][CH:8]=2)[CH:4]=[CH:5]1 |f:5.6|. Procedure: A solution of the aminoindole (D10) (0.44 g; 3.01 mM) in dichloromethane (10 ml) was added dropwise to a solution of 3-pyridyl isocyanate (D4) (prepared from 3-pyridine carbonyl azide (0.51 g; 3.4 mM) in toluene) at room temperature. The reaction mixture was stirred for 17 h, then cooled and the precipitate filtered off to give the crude product (1 g; 100%). This was dissolved in hot ethanol and ethereal hydrogen chloride added to afford the title compound as its hydrochloride salt (0.74 g; 81%)...